This data is from the Open Reaction Database (ORD), a public repository of structured organic reaction records. The task is: describe an organic reaction: reactants, conditions, products, and yield The reactants are ClC1=C2C=CC(=CC2=CC=C1)CCl (5-chloro-2-chloromethylnaphthalene), [C-]#N.[Na+] (NaCN), CC#N (CH3CN). Run in O (H2O). Run at time 8 hour. Yields the product ClC1=C2C=CC=C(C2=CC=C1)CC#N (5-Chloro-2-naphthalenylacetonitrile). Yield: 58.0%. As a reaction SMILES: [Cl:1][C:2]1[CH:11]=[CH:10][CH:9]=[C:8]2[C:3]=1[CH:4]=[CH:5][C:6](CCl)=[CH:7]2.[C-]#N.[Na+].[CH3:17][C:18]#[N:19]>O>[Cl:1][C:2]1[CH:11]=[CH:10][CH:9]=[C:8]2[C:3]=1[CH:4]=[CH:5][CH:6]=[C:7]2[CH2:17][C:18]#[N:19] |f:1.2|. Procedure: A mixture of 5-chloro-2-chloromethylnaphthalene (1.37 g crude product, 5.12 mmol), NaCN (0.275 g, 5.61 mmol), CH3CN (10 mL), and H2O (1 mL) was heated under reflux for 5.5 hours, cooled, and stirred at room temperature overnight. The mixture was partitioned between ether and H2O. The aqueous phase was extracted with ether, and the combined ether layers were washed with brine, dried (MgSO4), and concentrated in vacuo. Purification by flash chromatography (eluant EtOAc/hexane (10:90)) gave a pale ... The reactants are COC(=O)c1cc(CCl)ccc1OC, CN(C)C=O, CNC=O, [H-], [Na+], c1c[nH]nn1. Product: COC(=O)c1cc(Cn2ccnn2)ccc1OC. As a reaction SMILES: [CH3:12][O:13][c:14]1[c:15]([C:16](=[O:17])[O:18][CH3:19])[cH:20][c:21]([CH2:24][Cl:25])[cH:22][cH:23]1.[CH3:26][N:27]([CH3:28])[CH:29]=[O:30].[CH3:6][NH:7][CH:8]=[O:9].[H-:10].[Na+:11].[nH:1]1[n:2][n:3][cH:4][cH:5]1>>[n:1]1([CH2:24][c:21]2[cH:20][c:15]([C:16](=[O:17])[O:18][CH3:19])[c:14]([O:13][CH3:12])[cH:23][cH:22]2)[n:2][n:3][cH:4][cH:5]1. Starting materials: [OH-].[Na+] (sodium hydroxide), C(#N)C(C(=O)N)C1OC(C(=C1Cl)Cl)=O (2-Cyano-2-(3,4-dichloro-5-oxo-2,5-dihydrofuran-2-yl)acetamide), Cl.ClC=1C=CC(=C(C1)CN)S(=O)C (1-[5-chloro-2-(methylsulfinyl)phenyl]methanamine hydrochloride), C([O-])([O-])=O.[K+].[K+] (potassium carbonate). Run in C(C)O (ethanol). Product: Cl.ClC=1C=C(C(N(C1)CC1=C(C=CC(=C1)Cl)S(=O)C)=N)C(=O)N (5-chloro-1-[5-chloro-2-(methylsulfinyl)benzyl]-2-imino-1,2-dihydropyridine-3-carboxamide hydrochloride). Isolated yield 23.4%. RXN SMILES: [C:1]([CH:3]([CH:7]1[C:11]([Cl:12])=[C:10](Cl)C(=O)O1)[C:4]([NH2:6])=[O:5])#[N:2].Cl.[Cl:16][C:17]1[CH:18]=[CH:19][C:20]([S:25]([CH3:27])=[O:26])=[C:21]([CH2:23][NH2:24])[CH:22]=1.C(=O)([O-])[O-].[K+].[K+].[OH-].[Na+]>C(O)C>[ClH:12].[Cl:12][C:11]1[CH:7]=[C:3]([C:4]([NH2:6])=[O:5])[C:1](=[NH:2])[N:24]([CH2:23][C:21]2[CH:22]=[C:17]([Cl:16])[CH:18]=[CH:19][C:20]=2[S:25]([CH3:27])=[O:26])[CH:10]=1 |f:1.2,3.4.5,6.7,9.10|. Procedure: (Step 4) 2-Cyano-2-(3,4-dichloro-5-oxo-2,5-dihydrofuran-2-yl)acetamide (2.04 g), 1-[5-chloro-2-(methylsulfinyl)phenyl]methanamine hydrochloride obtained in Step 3 (2.5 g) and potassium carbonate (3.59 g) were stirred in ethanol (40 ml) at 85° C. for 14 hr. The reaction mixture was treated with 1N sodium hydroxide solution, and extracted with a mixed solvent of ethyl acetate-tetrahydrofuran. The organic layer was washed with saturated brine, and dried over magnesium sulfate. The solvent was evapo... The reactants are CC(C#N)(O)C (acetone cyanohydrin), ClC1=C(C(=O)Cl)C=CC(=C1)OC(F)F (2-chloro-4-difluoromethoxybenzoyl chloride), C1(CC(CCC1)=O)=O (1,3-cyclohexanedione), C(C)#N (acetonitrile). The solvent is C(C)(=O)OCC (ethyl acetate), Cl (hydrochloric acid), C(C)N(CC)CC (triethylamine). Conditions: time 15 minute. Product: ClC1=C(C(=O)C2C(CCCC2=O)=O)C=CC(=C1)OC(F)F (2-(2-chloro-4-difluoromethoxybenzoyl)-cyclohexane-1,3-dione). Isolated yield 87.3%. Reaction SMILES: [Cl:1][C:2]1[CH:10]=[C:9]([O:11][CH:12]([F:14])[F:13])[CH:8]=[CH:7][C:3]=1[C:4](Cl)=[O:5].[C:15]1(=[O:22])[CH2:20][CH2:19][CH2:18][C:17](=[O:21])[CH2:16]1.C(#N)C.CC(C)(O)C#N>C(OCC)(=O)C.Cl.C(N(CC)CC)C>[Cl:1][C:2]1[CH:10]=[C:9]([O:11][CH:12]([F:14])[F:13])[CH:8]=[CH:7][C:3]=1[C:4]([CH:16]1[C:17](=[O:21])[CH2:18][CH2:19][CH2:20][C:15]1=[O:22])=[O:5]. Reported procedure: 7.23 g of 2-chloro-4-difluoromethoxybenzoyl chloride and 2.80 g of 1,3-cyclohexanedione are introduced into 30 ml of acetonitrile, and 6.32 g of triethylamine is added dropwise in such a manner that the internal temperature does not exceed 40° C. The mixture is subsequently stirred for 15 minutes at room temperature, 1.95 g of acetone cyanohydrin are added, and stirring is continued for 3 hours at room temperature. The reaction mixture is diluted with 100 ml of ethyl acetate and 50 ml of 1N hydr... The reactants are ClCC(=O)Cl (chloroacetyl chloride), Cl.Cl.NC1=NC(=NC2=CC(=C(C=C12)OC)OC)N1CCN[C@@H]2CCCC[C@H]12 (4-Amino-6,7-dimethoxy-2-[(±)-cis-octahydro-1-quinoxalinyl]-quinazoline dihydrochloride), C(C)(C)N(CC)C(C)C (diisopropylethylamine). The solvent is C(Cl)Cl (methylene chloride), C(Cl)Cl (methylene chloride). The product is Cl.NC1=NC(=NC2=CC(=C(C=C12)OC)OC)N1CCN([C@@H]2CCCC[C@H]12)C(CCl)=O (4-Amino-6,7-dimethoxy-2-[4-chloroacetyl-(±)-cis-octahydro-1-quinoxalinyl]-quinazoline hydrochloride). Isolated yield 22.8%. RXN SMILES: [Cl:1][CH2:2][C:3](Cl)=[O:4].Cl.Cl.[NH2:8][C:9]1[C:18]2[C:13](=[CH:14][C:15]([O:21][CH3:22])=[C:16]([O:19][CH3:20])[CH:17]=2)[N:12]=[C:11]([N:23]2[C@@H:32]3[C@@H:27]([CH2:28][CH2:29][CH2:30][CH2:31]3)[NH:26][CH2:25][CH2:24]2)[N:10]=1.C(N(C(C)C)CC)(C)C>C(Cl)Cl>[ClH:1].[NH2:8][C:9]1[C:18]2[C:13](=[CH:14][C:15]([O:21][CH3:22])=[C:16]([O:19][CH3:20])[CH:17]=2)[N:12]=[C:11]([N:23]2[C@@H:32]3[C@@H:27]([CH2:28][CH2:29][CH2:30][CH2:31]3)[N:26]([C:3](=[O:4])[CH2:2][Cl:1])[CH2:25][CH2:24]2)[N:10]=1 |f:1.2.3,6.7|. Procedure: A solution of 0.26 g of chloroacetyl chloride in 6 ml of methylene chloride was added dropwise over 15 minutes at 0° C. to a stirred mixture of 0.5 g of the above intermediate 4A and 0.21 g of diisopropylethylamine in 15 ml of methylene chloride. After 4-hour stirring at room temperature and 72-hour resting in a refrigerator, the solid was collected by suction and purified by crystallisation from chloroform to give 0.12 g (33%) of the desired product; m.p. >270° C. Starting materials: COC1=CC=C(C=C1)S(=O)(=O)N1[C@H]2CC[C@@H]([C@@H]1C(=O)OCC)C2 (ethyl (1S, 3R, 4R)-2-[(4-methoxyphenyl)sulfonyl]-2-azabicyclo[2.2.1]heptane-3-carboxylate), CO (methanol), [OH-].[Na+] (sodium hydroxide), Cl (hydrochloric acid). The solvent is O1CCCC1 (tetrahydrofuran). Reaction conditions: time 3 hour. The product is COC1=CC=C(C=C1)S(=O)(=O)N1[C@H]2CC[C@@H]([C@@H]1C(=O)O)C2 ((1S, 3R, 4R)-2-[(4-methoxyphenyl)sulfonyl]-2-azabicyclo[2.2.1]heptane-3-carboxylic acid). As a reaction SMILES: [CH3:1][O:2][C:3]1[CH:8]=[CH:7][C:6]([S:9]([N:12]2[C@@H:17]([C:18]([O:20]CC)=[O:19])[C@H:16]3[CH2:23][C@@H:13]2[CH2:14][CH2:15]3)(=[O:11])=[O:10])=[CH:5][CH:4]=1.CO.[OH-].[Na+].Cl>O1CCCC1>[CH3:1][O:2][C:3]1[CH:8]=[CH:7][C:6]([S:9]([N:12]2[C@@H:17]([C:18]([OH:20])=[O:19])[C@H:16]3[CH2:23][C@@H:13]2[CH2:14][CH2:15]3)(=[O:11])=[O:10])=[CH:5][CH:4]=1 |f:2.3|. Reported procedure: To a solution of ethyl (1S, 3R, 4R)-2-[(4-methoxyphenyl)sulfonyl]-2-azabicyclo[2.2.1]heptane-3-carboxylate (965 mg, 2.84 mmol) in tetrahydrofuran (40 ml)-methanol (10 ml) was added 1N sodium hydroxide (16 ml), and the mixture was stirred at room temperature for 3 hours. The reaction mixture was acidified with 1N hydrochloric acid and extracted with ethyl acetate. The organic layer was washed with saturated brine and dried over magnesium sulfate. The solvent was evaporated, to give (1S, 3R, 4R)-2... Reactants: ClC=1C=C(C(=O)O)C=CC1O (3-chloro-4hydroxybenzoic acid), C(C1=CC=CC=C1)OC1=CC(=C(N)C=C1)Cl (4-benzyloxy-2-chloroaniline). Product: C(C1=CC=CC=C1)OC1=C(C=C(N)C=C1)Cl (4-benzyloxy-3-chloroaniline). Reaction SMILES: [Cl:1]C1C=C(C=CC=1O)C(O)=O.[CH2:12]([O:19][C:20]1[CH:26]=[CH:25][C:23]([NH2:24])=[C:22](Cl)[CH:21]=1)[C:13]1[CH:18]=[CH:17][CH:16]=[CH:15][CH:14]=1>>[CH2:12]([O:19][C:20]1[CH:26]=[CH:25][C:23]([NH2:24])=[CH:22][C:21]=1[Cl:1])[C:13]1[CH:18]=[CH:17][CH:16]=[CH:15][CH:14]=1. Procedure details: The 4-benzyloxy-3-chloroaniline was prepared from 3-chloro-4hydroxybenzoic acid using the same procedure described for the preparation of 4-benzyloxy-2-chloroaniline (Scheme 3). 1H NMR (300 MHz, CDCl3) δ:7.35 (m, 5 H), 6.77 (d, J=8.9 Hz, 1 H), 6.72 (d, J=2.1 Hz, 1 H), 6.49 (dd, J=8.9, 2.1 Hz, 1 H), 5.2 (s, 2 H), 3.55 (br s, 2 H). The reactants are ice water, C(C)(=O)OC(C)=O (Acetic anhydride), Br (HBr), C(C)(=O)OC1[C@H](OC(C)=O)[C@H]([C@@H](OC(C)=O)[C@H](O1)COC(C)=O)NC(C1=CC(=CC(=C1)OC)OC)=O (1,2,4,6-Tetra-O -acetyl-3-deoxy-3-(3,5-dimethoxybenzamido)-D-galactopyranose). The solvent is ClCCl (dichloromethane), ClCCl (dichloromethane). Run at time 30 minute. Yields the product C(C)(=O)O[C@H]1[C@H](O[C@@H]([C@@H]([C@@H]1NC(C1=CC(=CC(=C1)OC)OC)=O)OC(C)=O)COC(C)=O)Br (2,4,6-Tri-O-acetyl-3-deoxy-3-(3,5-dimethoxybenzamido)-α-D-galactopyranosyl bromide). Reaction SMILES: C(O[CH:5]1[O:18][C@H:17]([CH2:19][O:20][C:21](=[O:23])[CH3:22])[C@H:12]([O:13][C:14](=[O:16])[CH3:15])[C@H:11]([NH:24][C:25](=[O:36])[C:26]2[CH:31]=[C:30]([O:32][CH3:33])[CH:29]=[C:28]([O:34][CH3:35])[CH:27]=2)[C@H:6]1[O:7][C:8](=[O:10])[CH3:9])(=O)C.C(OC(=O)C)(=O)C.[BrH:44]>ClCCl>[C:8]([O:7][C@@H:6]1[C@@H:11]([NH:24][C:25](=[O:36])[C:26]2[CH:27]=[C:28]([O:34][CH3:35])[CH:29]=[C:30]([O:32][CH3:33])[CH:31]=2)[C@@H:12]([O:13][C:14](=[O:16])[CH3:15])[C@@H:17]([CH2:19][O:20][C:21](=[O:23])[CH3:22])[O:18][C@@H:5]1[Br:44])(=[O:10])[CH3:9]. Procedure details: 1,2,4,6-Tetra-O-acetyl-3-deoxy-3-(3,5-dimethoxybenzamido)-D-galactopyranose 4 (50 mg, 0.098 mmol) was dissolved in dichloromethane (1 ml) which had been dried over 4 Å molecular sieves. Acetic anhydride (18 μl, 0.20 mmol) and HBr (0.2 ml, 33% in AcOH) were added, and the mixture was stirred under N2 at room temperature. After 2 h 30 min, the reaction mixture was diluted with dichloromethane (30 ml) and poured into ice-water (30 ml). The organic phase was washed with NaHCO3 (30 ml of a saturated ... Reactants: FC(C=1C=C(C=CC1)N1N=CC(=C(C1=O)C1=CC(=CC=C1)C(F)(F)F)N)(F)F (2,4-di-[3-trifluoromethylphenyl]-5-amino-2H-pyridazin-3-one), [H-].[Na+] (NaH), O1CCOCC1 (dioxane), C(C)(=O)Cl (acetyl chloride), O1CCOCC1 (dioxane). The solvent is O (water). Conditions: temperature 40 celsius, time 16 hour. Product: FC(C=1C=C(C=CC1)N1N=CC(=C(C1=O)C1=CC(=CC=C1)C(F)(F)F)N(C(C)=O)C(C)=O)(F)F (2,4-di-[3-trifluoromethylphenyl]-5-diacetylamino-2H-pyridazin-3-one). The yield is 47.0%. Reaction SMILES: [F:1][C:2]([F:28])([F:27])[C:3]1[CH:4]=[C:5]([N:9]2[C:14](=[O:15])[C:13]([C:16]3[CH:21]=[CH:20][CH:19]=[C:18]([C:22]([F:25])([F:24])[F:23])[CH:17]=3)=[C:12]([NH2:26])[CH:11]=[N:10]2)[CH:6]=[CH:7][CH:8]=1.[H-].[Na+].[C:31](Cl)(=[O:33])[CH3:32].[O:35]1CCO[CH2:37][CH2:36]1>O>[F:28][C:2]([F:1])([F:27])[C:3]1[CH:4]=[C:5]([N:9]2[C:14](=[O:15])[C:13]([C:16]3[CH:21]=[CH:20][CH:19]=[C:18]([C:22]([F:24])([F:25])[F:23])[CH:17]=3)=[C:12]([N:26]([C:36](=[O:35])[CH3:37])[C:31](=[O:33])[CH3:32])[CH:11]=[N:10]2)[CH:6]=[CH:7][CH:8]=1 |f:1.2|. Procedure: To a solution of 4 g (0.01 mol) of 2,4-di-[3-trifluoromethylphenyl]-5-amino-2H-pyridazin-3-one in 50 ml of dioxane, 0.62 g (0.02 mol) of NaH (80% dispersion) is added and the mixture is warmed to 40° C. for 30 minutes. It is then cooled, 1.6 g (0.02 mol) of acetyl chloride dissolved in 30 ml of dioxane are added dropwise at 15°-20° C. and the mixture is then stirred at room temperature for 16 h. The reaction mixture is diluted with 300 ml of water and extracted twice with 150 ml of methylene chl... Starting materials: CC(COC(C)(C)C)Oc1cc(Oc2ccc(S(C)(=O)=O)cc2)cc(C(=O)Nc2ccn(C)n2)c1, CC#N, Cl. Yields the product Cl, CC(CO)Oc1cc(Oc2ccc(S(C)(=O)=O)cc2)cc(C(=O)Nc2ccn(C)n2)c1. As a reaction SMILES: [C:1]([CH3:2])([CH3:3])([CH3:4])[O:5][CH2:6][CH:7]([O:8][c:9]1[cH:10][c:11]([C:12](=[O:13])[NH:14][c:15]2[n:16][n:17]([CH3:20])[cH:18][cH:19]2)[cH:21][c:22]([O:24][c:25]2[cH:26][cH:27][c:28]([S:31](=[O:32])(=[O:33])[CH3:34])[cH:29][cH:30]2)[cH:23]1)[CH3:35].[CH3:37][C:38]#[N:39].[ClH:36]>>[ClH:36].[OH:5][CH2:6][CH:7]([O:8][c:9]1[cH:10][c:11]([C:12](=[O:13])[NH:14][c:15]2[n:16][n:17]([CH3:20])[cH:18][cH:19]2)[cH:21][c:22]([O:24][c:25]2[cH:26][cH:27][c:28]([S:31](=[O:32])(=[O:33])[CH3:34])[cH:29][cH:30]2)[cH:23]1)[CH3:35].